Task: describe an organic reaction: reactants, conditions, products, and yield. Dataset: the Open Reaction Database (ORD), a public repository of structured organic reaction records Starting materials: CC1=CC=CC=2N(C(=NC21)[C@@H](C)N)C2=CC=CC=C2 ((R)-1-(4-methyl-1-phenyl-1H-benzoimidazol-2-yl)ethylamine), ClC1=C2N=CNC2=NC=N1 (6-chloro-9H-purine), CCN(C(C)C)C(C)C (DIPEA). Run in C(CCC)O (n-butanol). Run at temperature 100 celsius, time 20 hour. Product: CC1=CC=CC=2N(C(=NC21)[C@@H](C)NC2=C1N=CNC1=NC=N2)C2=CC=CC=C2 ((R)—N-(1-(4-methyl-1-phenyl-1H-benzo[d]imidazol-2-yl)ethyl)-9H-purin-6-amine). Reaction SMILES: [CH3:1][C:2]1[C:10]2[N:9]=[C:8]([C@H:11]([NH2:13])[CH3:12])[N:7]([C:14]3[CH:19]=[CH:18][CH:17]=[CH:16][CH:15]=3)[C:6]=2[CH:5]=[CH:4][CH:3]=1.Cl[C:21]1[N:29]=[CH:28][N:27]=[C:26]2[C:22]=1[N:23]=[CH:24][NH:25]2.CCN(C(C)C)C(C)C>C(O)CCC>[CH3:1][C:2]1[C:10]2[N:9]=[C:8]([C@H:11]([NH:13][C:21]3[N:29]=[CH:28][N:27]=[C:26]4[C:22]=3[N:23]=[CH:24][NH:25]4)[CH3:12])[N:7]([C:14]3[CH:19]=[CH:18][CH:17]=[CH:16][CH:15]=3)[C:6]=2[CH:5]=[CH:4][CH:3]=1. Procedure details: A mixture of (R)-1-(4-methyl-1-phenyl-1H-benzoimidazol-2-yl)ethylamine from Example 2 (100 mg, 0.398 mmol), 6-chloro-9H-purine (68 mg, 0.438 mmol) and DIPEA (83 μL, 0.478 mmol) in n-butanol (1 mL) was stirred in a sealed vial at 100° C. for 20 h. After cooling to RT, the mixture was partitioned between DCM and water. The organic layer was then separated, dried and concentrated in vacuo. The resulting residue was purified by column chromatography (Si—PCC, gradient 0-10% 2M NH3/MeOH in DCM) and th... Starting materials: HClO4, N[C@@H](CC1=CC=CC=C1)C(=O)O (L-phenylalanine), [OH-].[Na+] (NaOH). Solvent: O (water), C(C)(=O)OC(C)(C)C (tert-butyl acetate). Product: CC(C)(C)OC([C@@H](N)CC1=CC=CC=C1)=O (L-Phenylalanine 1,1-Dimethylethyl Ester). The yield is 64.0%. RXN SMILES: [NH2:1][C@H:2]([C:10]([OH:12])=[O:11])[CH2:3][C:4]1[CH:9]=[CH:8][CH:7]=[CH:6][CH:5]=1.[OH-].[Na+]>C(OC(C)(C)C)(=O)C.O>[CH3:3][C:4]([O:11][C:10](=[O:12])[C@H:2]([CH2:3][C:4]1[CH:9]=[CH:8][CH:7]=[CH:6][CH:5]=1)[NH2:1])([CH3:9])[CH3:5] |f:1.2|. Procedure: A solution of L-phenylalanine (62.6 g; 379 mol) in tert-butyl acetate (320 mL) cooled on an ice bath and stirred vigorously is slowly added with 70% aqueous HClO4 (35 mL, 407 mol). After stirring for 11 days at room temperature, the mixture is diluted with 100 mL of water and cooled on an ice bath. The mixture is basified with 5 N NaOH to precipitate a white solid (unreacted phenylalanine) which is filtered off. The mixture is then extracted with EtOAc (4×200 mL), the organic phases are combined... Reactants: Cl (HCl), CO (MeOH), N1=C(C=CC=C1)[C@@H](C)NC(=O)C1=CN(C2=NC=C(N=C21)C2=NN(C1=CC(=CC=C21)F)C)COCC[Si](C)(C)C (2-(6-fluoro-1-methyl-1H-indazol-3-yl)-5-(2-trimethylsilanylethoxymethyl)-5H-pyrrolo[2,3-b]pyrazine-7-carboxylic acid ((R)-1-pyridin-2-yl-ethyl)-amide), C(=O)(C(F)(F)F)O (TFA), C(CN)N (ethylene diamine). Run in C(Cl)Cl (CH2Cl2). Conditions: time 3 hour. Yields the product Cl.N1=C(C=CC=C1)[C@@H](C)NC(=O)C1=CNC2=NC=C(N=C21)C2=NN(C1=CC(=CC=C21)F)C (2-(6-fluoro-1-methyl-1H-indazol-3-yl)-5H-pyrrolo[2,3-b]pyrazine-7-carboxylic acid ((R)-1-pyridin-2-yl-ethyl)-amide hydrochloride). Yield: 69.0%. Reaction SMILES: [N:1]1[CH:6]=[CH:5][CH:4]=[CH:3][C:2]=1[C@H:7]([NH:9][C:10]([C:12]1[C:20]2[C:15](=[N:16][CH:17]=[C:18]([C:21]3[C:29]4[C:24](=[CH:25][C:26]([F:30])=[CH:27][CH:28]=4)[N:23]([CH3:31])[N:22]=3)[N:19]=2)[N:14](COCC[Si](C)(C)C)[CH:13]=1)=[O:11])[CH3:8].C(O)(C(F)(F)F)=O.C(N)CN.[ClH:51].CO>C(Cl)Cl>[ClH:51].[N:1]1[CH:6]=[CH:5][CH:4]=[CH:3][C:2]=1[C@H:7]([NH:9][C:10]([C:12]1[C:20]2[C:15](=[N:16][CH:17]=[C:18]([C:21]3[C:29]4[C:24](=[CH:25][C:26]([F:30])=[CH:27][CH:28]=4)[N:23]([CH3:31])[N:22]=3)[N:19]=2)[NH:14][CH:13]=1)=[O:11])[CH3:8] |f:6.7|. Procedure: To a solution of 2-(6-fluoro-1-methyl-1H-indazol-3-yl)-5-(2-trimethylsilanylethoxymethyl)-5H-pyrrolo[2,3-b]pyrazine-7-carboxylic acid ((R)-1-pyridin-2-yl-ethyl)-amide (117 mg, 0.21 mmol) in CH2Cl2 (2 mL) was added TFA (1 mL, 13.0 mmol). The bright yellow-orange reaction mixture was stirred at room temperature for 3 h then concentrated. The residue was redissolved in CH2Cl2 (2 mL) and ethylene diamine (0.5 mL, 7.50 mmol) was added. The reaction mixture was stirred for 1 h then chromatographed dir... Reactants: CC([C@@H](C(=O)OC)N1C(C2=CC(=CC=C2C1)C1=CC=C(C=C1)NC(=O)C=1SC(=CN1)C1=CC=CC=C1)=O)C ((S)-Methyl 3-methyl-2-(1-oxo-6-(4-(5-phenylthiazole-2-carboxamido)phenyl)isoindolin-2-yl)butanoate), NC=1C=CC(=NC1)C1=CC=C2CN(C(C2=C1)=O)[C@H](C(=O)OC)C(C)C ((S)-Methyl 2-(6-(5-aminopyridin-2-yl)-1-oxoisoindolin-2-yl)-3-methylbutanoate), C1(=CC=CC=C1)C1=CN=C(O1)C(=O)OCC (ethyl 5-phenyloxazole-2-carboxylate). The product is CC([C@@H](C(=O)OC)N1C(C2=CC(=CC=C2C1)C1=NC=C(C=C1)NC(=O)C=1OC(=CN1)C1=CC=CC=C1)=O)C ((S)-Methyl 3-methyl-2-(1-oxo-6-(5-(5-phenyloxazole-2-carboxamido)pyridin-2-yl)isoindolin-2-yl)butanoate). Isolated yield 83.0%. RXN SMILES: CC(C)[C@H](N1CC2C(=CC(C3C=CC(NC(C4SC(C5C=CC=CC=5)=CN=4)=O)=CC=3)=CC=2)C1=O)C(OC)=O.[NH2:39][C:40]1[CH:41]=[CH:42][C:43]([C:46]2[CH:54]=[C:53]3[C:49]([CH2:50][N:51]([C@@H:56]([CH:61]([CH3:63])[CH3:62])[C:57]([O:59][CH3:60])=[O:58])[C:52]3=[O:55])=[CH:48][CH:47]=2)=[N:44][CH:45]=1.[C:64]1([C:70]2[O:74][C:73]([C:75](OCC)=[O:76])=[N:72][CH:71]=2)[CH:69]=[CH:68][CH:67]=[CH:66][CH:65]=1>>[CH3:62][CH:61]([CH3:63])[C@H:56]([N:51]1[CH2:50][C:49]2[C:53](=[CH:54][C:46]([C:43]3[CH:42]=[CH:41][C:40]([NH:39][C:75]([C:73]4[O:74][C:70]([C:64]5[CH:65]=[CH:66][CH:67]=[CH:68][CH:69]=5)=[CH:71][N:72]=4)=[O:76])=[CH:45][N:44]=3)=[CH:47][CH:48]=2)[C:52]1=[O:55])[C:57]([O:59][CH3:60])=[O:58]. Procedure: The compound of example 634 was prepared analogous to the compound of example 611 by reaction of compound of example 392 with ethyl 5-phenyloxazole-2-carboxylate. The reactants are CO, O=C(CCCCl)c1ccccc1, Cl, NNC(N)=S, O. Product: NC(=S)NN=C(CCCCl)c1ccccc1. Reaction SMILES: [CH3:18][OH:19].[Cl:6][CH2:7][CH2:8][CH2:9][C:10](=[O:11])[c:12]1[cH:13][cH:14][cH:15][cH:16][cH:17]1.[ClH:20].[NH2:1][NH:2][C:3](=[S:4])[NH2:5].[OH2:21]>>[N:1]([NH:2][C:3](=[S:4])[NH2:5])=[C:10]([CH2:9][CH2:8][CH2:7][Cl:6])[c:12]1[cH:13][cH:14][cH:15][cH:16][cH:17]1. Reactants: C(C)C1=CC(=CC=C1)OCC1=CC=CC=C1 (1-ethyl-3-(phenylmethoxy)-benzene), BrN1C(CCC1=O)=O (N-bromosuccinimide), S(O)(O)(=O)=O (sulfuric acid), C([O-])(O)=O.[Na+] (Sodium bicarbonate), OS(=O)[O-].[Na+] (NaHSO3). Solvent: C1CCOC1 (THF), C(C)(=O)OCC (ethyl acetate). Reaction conditions: time 5 hour. Product: BrC1=C(C=C(C=C1)OCC1=CC=CC=C1)CC (1-Bromo-2-ethyl-4-(phenylmethoxy)-benzene). Isolated yield 82.7%. As a reaction SMILES: [CH2:1]([C:3]1[CH:8]=[CH:7][CH:6]=[C:5]([O:9][CH2:10][C:11]2[CH:16]=[CH:15][CH:14]=[CH:13][CH:12]=2)[CH:4]=1)[CH3:2].[Br:17]N1C(=O)CCC1=O.S(=O)(=O)(O)O.C(=O)(O)[O-].[Na+].OS([O-])=O.[Na+]>C1COCC1.C(OCC)(=O)C>[Br:17][C:8]1[CH:7]=[CH:6][C:5]([O:9][CH2:10][C:11]2[CH:16]=[CH:15][CH:14]=[CH:13][CH:12]=2)=[CH:4][C:3]=1[CH2:1][CH3:2] |f:3.4,5.6|. Procedure: To a solution of 1-ethyl-3-(phenylmethoxy)-benzene (15 g, 71 mmol) in THF (200 ml) were added N-bromosuccinimide (16.3 g, 92 mmol) and concentrated sulfuric acid (2.4 ml). The solution was stirred for 5 h at ambient temperature. Sodium bicarbonate (3.6 g) and 10% aqueous NaHSO3 solution (400 ml) were added under ice cooling. The resulting mixture was stirred for 10 min and then poured into ethyl acetate. The phases were separated and the aqueous phase was extracted with ethyl acetate. The combin... Reactants: O=C([O-])[O-], COC(=O)c1ccc(I)c(OC)c1, CN(C)C=O, [Cs+], [Cs+], OB(O)c1ccc(F)cc1, c1ccc(P(c2ccccc2)(c2ccccc2)[Pd](P(c2ccccc2)(c2ccccc2)c2ccccc2)(P(c2ccccc2)(c2ccccc2)c2ccccc2)P(c2ccccc2)(c2ccccc2)c2ccccc2)cc1. Product: COC(=O)c1ccc(-c2ccc(F)cc2)c(OC)c1. RXN SMILES: [C:24](=[O:25])([O-:26])[O-:27].[CH3:1][O:2][C:3]([c:4]1[cH:5][c:6]([O:11][CH3:12])[c:7]([I:10])[cH:8][cH:9]1)=[O:13].[CH3:30][N:31]([CH3:32])[CH:33]=[O:34].[Cs+:28].[Cs+:29].[F:14][c:15]1[cH:16][cH:17][c:18]([B:21]([OH:22])[OH:23])[cH:19][cH:20]1.[cH:35]1[cH:36][cH:37][c:38]([P:39]([Pd:40]([P:41]([c:42]2[cH:43][cH:44][cH:45][cH:46][cH:47]2)([c:48]2[cH:49][cH:50][cH:51][cH:52][cH:53]2)[c:54]2[cH:55][cH:56][cH:57][cH:58][cH:59]2)([P:60]([c:61]2[cH:62][cH:63][cH:64][cH:65][cH:66]2)([c:67]2[cH:68][cH:69][cH:70][cH:71][cH:72]2)[c:73]2[cH:74][cH:75][cH:76][cH:77][cH:78]2)[P:79]([c:80]2[cH:81][cH:82][cH:83][cH:84][cH:85]2)([c:86]2[cH:87][cH:88][cH:89][cH:90][cH:91]2)[c:92]2[cH:93][cH:94][cH:95][cH:96][cH:97]2)([c:98]2[cH:99][cH:100][cH:101][cH:102][cH:103]2)[c:104]2[cH:105][cH:106][cH:107][cH:108][cH:109]2)[cH:110][cH:111]1>>[CH3:1][O:2][C:3]([c:4]1[cH:5][c:6]([O:11][CH3:12])[c:7](-[c:18]2[cH:17][cH:16][c:15]([F:14])[cH:20][cH:19]2)[cH:8][cH:9]1)=[O:13].